This data is from the Open Reaction Database (ORD), a public repository of structured organic reaction records. The task is: describe an organic reaction: reactants, conditions, products, and yield The reactants are ClC1=NC=CC=C1NS(=O)(=O)C=1[N+](=CC=CC1)[O-] (N-(2-chloro-3-pyridyl)-2-pyridinesulfonamide 1-oxide), CI (methyl iodide). Product: CN(S(=O)(=O)C=1[N+](=CC=CC1)[O-])C=1C(=NC=CC1)Cl (N-methyl-N-(2-chloro-3-pyridyl)-2-pyridinesulfonamide 1-oxide). As a reaction SMILES: [Cl:1][C:2]1[C:7]([NH:8][S:9]([C:12]2[N+:13]([O-:18])=[CH:14][CH:15]=[CH:16][CH:17]=2)(=[O:11])=[O:10])=[CH:6][CH:5]=[CH:4][N:3]=1.[CH3:19]I>>[CH3:19][N:8]([C:7]1[C:2]([Cl:1])=[N:3][CH:4]=[CH:5][CH:6]=1)[S:9]([C:12]1[N+:13]([O-:18])=[CH:14][CH:15]=[CH:16][CH:17]=1)(=[O:10])=[O:11]. Procedure details: The title compound of Example 5 above is reacted with methyl iodide (0.6 g, 0.26 ml, 4.2 mmol) to give N-methyl-N-(2-chloro-3-pyridyl)-2-pyridinesulfonamide 1-oxide, MS m/e 300.00 (M+ +1). Reactants: BrBr (bromine), ClC=1C=C(C=CC1Cl)C1(CCC1)C(C)=O (1-[1-(3,4-dichlorophenyl)-cyclobutyl]ethanone), ice water. Run in C(Cl)(Cl)Cl (chloroform), CO (methanol), C(Cl)(Cl)Cl (chloroform). Conditions: time 1 hour. The product is BrCC(=O)C1(CCC1)C1=CC(=C(C=C1)Cl)Cl (2-bromo-l-[1-(3,4-dichlorophenyl)-cyclobutyl]ethanone). As a reaction SMILES: [Br:1]Br.[Cl:3][C:4]1[CH:5]=[C:6]([C:11]2([C:15](=[O:17])[CH3:16])[CH2:14][CH2:13][CH2:12]2)[CH:7]=[CH:8][C:9]=1[Cl:10]>C(Cl)(Cl)Cl.CO>[Br:1][CH2:16][C:15]([C:11]1([C:6]2[CH:7]=[CH:8][C:9]([Cl:10])=[C:4]([Cl:3])[CH:5]=2)[CH2:14][CH2:13][CH2:12]1)=[O:17]. Procedure: A solution of bromine (18 ml) in chloroform (80 ml) was added dropwise at 10°-15° C. over 1.5 hours to a stirred solution of the above 1-[1-(3,4-dichlorophenyl)-cyclobutyl]ethanone (89.6 g) in a mixture of methanol (120 ml) and chloroform (20 ml). When the addition was complete, the mixture was stirred at ambient temperature for 1 hour, then poured onto an excess of ice-water. The aqueous layer was separated and the product extracted into dichloromethane (2×150 ml). The combined organic solution... Starting materials: COC(=O)c1cccc2c1N(CCN(C(C)C)C(C)C)C(=O)C2=O, Cl, NNC(N)=O. Yields the product COC(=O)c1cccc2c1N(CCN(C(C)C)C(C)C)C(=O)C2=NNC(N)=O. Reaction SMILES: [CH:1]([CH3:2])([CH3:3])[N:4]([CH2:5][CH2:6][N:7]1[C:8](=[O:9])[C:10](=[O:11])[c:12]2[cH:13][cH:14][cH:15][c:16]([C:18](=[O:19])[O:20][CH3:21])[c:17]21)[CH:22]([CH3:23])[CH3:24].[ClH:25].[NH2:26][NH:27][C:28](=[O:29])[NH2:30]>>[CH:1]([CH3:2])([CH3:3])[N:4]([CH2:5][CH2:6][N:7]1[C:8](=[O:9])[C:10](=[N:26][NH:27][C:28](=[O:29])[NH2:30])[c:12]2[cH:13][cH:14][cH:15][c:16]([C:18](=[O:19])[O:20][CH3:21])[c:17]21)[CH:22]([CH3:23])[CH3:24]. Starting materials: CCN=C=NCCCN(C)C, CC#N, Cl, Cl, C1CCC2=NCCCN2CC1, NCc1cccc2c1C(=O)N(C1CCC(=O)NC1=O)C2=O, O=C(O)c1cc2ccccc2o1. Yields the product O=C1CCC(N2C(=O)c3cccc(CNC(=O)c4cc5ccccc5o4)c3C2=O)C(=O)N1. RXN SMILES: [CH3:47][N:48]([CH3:49])[CH2:50][CH2:51][CH2:52][N:53]=[C:54]=[N:55][CH2:56][CH3:57].[CH3:58][C:59]#[N:60].[ClH:1].[ClH:46].[N:23]12[CH2:24][CH2:25][CH2:26][N:27]=[C:28]1[CH2:29][CH2:30][CH2:31][CH2:32][CH2:33]2.[NH2:2][CH2:3][c:4]1[c:5]2[c:9]([cH:10][cH:11][cH:12]1)[C:8](=[O:13])[N:7]([CH:14]1[C:15](=[O:21])[NH:16][C:17](=[O:20])[CH2:18][CH2:19]1)[C:6]2=[O:22].[o:34]1[c:35]([C:43](=[O:44])[OH:45])[cH:36][c:37]2[c:38]1[cH:39][cH:40][cH:41][cH:42]2>>[NH:2]([CH2:3][c:4]1[c:5]2[c:9]([cH:10][cH:11][cH:12]1)[C:8](=[O:13])[N:7]([CH:14]1[C:15](=[O:21])[NH:16][C:17](=[O:20])[CH2:18][CH2:19]1)[C:6]2=[O:22])[C:43]([c:35]1[o:34][c:38]2[c:37]([cH:36]1)[cH:42][cH:41][cH:40][cH:39]2)=[O:44]. The reactants are CC1=NC=2N(C=C1)C(=CN2)C=2C=C(C=CC2)OS(=O)(=O)C(F)(F)F (Trifluoromethanesulfonic acid 3-(7-methylimidazo[1,2-a]pyrimidin-3-yl)phenyl ester), FC(C1=C(C=CC=C1)B(O)O)(F)F (2-trifluoromethylbenzeneboronic acid). Yields the product CC1=NC=2N(C=C1)C(=CN2)C=2C=C(C=CC2)C2=C(C=CC=C2)C(F)(F)F (7-methyl-3-(2′-trifluoromethylbiphenyl-3-yl)-imidazo[1,2-a]pyrimidine). Yield: 35.4%. RXN SMILES: [CH3:1][C:2]1[CH:7]=[CH:6][N:5]2[C:8]([C:11]3[CH:12]=[C:13](OS(C(F)(F)F)(=O)=O)[CH:14]=[CH:15][CH:16]=3)=[CH:9][N:10]=[C:4]2[N:3]=1.[F:25][C:26]([F:37])([F:36])[C:27]1[CH:32]=[CH:31][CH:30]=[CH:29][C:28]=1B(O)O>>[CH3:1][C:2]1[CH:7]=[CH:6][N:5]2[C:8]([C:11]3[CH:12]=[C:13]([C:28]4[CH:29]=[CH:30][CH:31]=[CH:32][C:27]=4[C:26]([F:37])([F:36])[F:25])[CH:14]=[CH:15][CH:16]=3)=[CH:9][N:10]=[C:4]2[N:3]=1. Procedure: Trifluoromethanesulfonic acid 3-(7-methylimidazo[1,2-a]pyrimidin-3-yl)phenyl ester (0.1 g, 0.28 mmol) was coupled to 2-trifluoromethylbenzeneboronic acid (52 μl, 0.59 mmol) as described in Example 21 to give 7-methyl-3-(2′-trifluoromethylbiphenyl-3-yl)-imidazo[1,2-a]pyrimidine as a white solid (35 mg): δH (400 MHz, CDCl3) 2.65 (3H, s), 6.77 (1H, d, J 7), 7.39 (1H, m), 7.48-7.62 (6H, m), 7.78 (1H, d, J 7.2), 7.82 (1H, s), 8.52 (1H, d, J 7); m/z (ES+) 354 (M++H). Reactants: [Cl-].COC[P+](C1=CC=CC=C1)(C1=CC=CC=C1)C1=CC=CC=C1 (methoxymethyltriphenylphosphonium chloride), CC(C)([O-])C.[K+] (potassium t-butoxide), C(#N)C1=CC=C(C=C1)[C@@H]1CC[C@H](CC1)CCCC=O (4-[trans-4-(4-cyanophenyl)cyclohexyl]-1-butanal), C(#N)C1=CC=C(C=C1)[C@@H]1CC[C@H](CC1)CCCCC=O (5-[trans-4-(4-cyanophenyl)cyclohexyl]-1-pentanal). Run at temperature -10 celsius, time 20 minute. Product: COC=CCCC[C@@H]1CC[C@H](CC1)C1=CC=C(C=C1)C#N (trans-1-(5-methoxy-4-pentenyl)-4-(4-cyanophenyl)cyclohexane). The solvent is O (water), C1(=CC=CC=C1)C (toluene), O1CCCC1 (tetrahydrofuran), O1CCCC1 (tetrahydrofuran). Reaction SMILES: [Cl-].[CH3:2]OC[P+](C1C=CC=CC=1)(C1C=CC=CC=1)C1C=CC=CC=1.CC(C)([O-])C.[K+].C(C1C=CC([C@H]2CC[C@H](CCCC=O)CC2)=CC=1)#N.[C:49]([C:51]1[CH:56]=[CH:55][C:54]([C@H:57]2[CH2:62][CH2:61][C@H:60]([CH2:63][CH2:64][CH2:65][CH2:66][CH:67]=[O:68])[CH2:59][CH2:58]2)=[CH:53][CH:52]=1)#[N:50]>O1CCCC1.O.C1(C)C=CC=CC=1>[CH3:2][O:68][CH:67]=[CH:66][CH2:65][CH2:64][CH2:63][C@H:60]1[CH2:61][CH2:62][C@H:57]([C:54]2[CH:55]=[CH:56][C:51]([C:49]#[N:50])=[CH:52][CH:53]=2)[CH2:58][CH2:59]1 |f:0.1,2.3|. Procedure: Commercially available methoxymethyltriphenylphosphonium chloride (120.8 g, 0.35 mol) was added to tetrahydrofuran (400 ml), followed by adding potassium t-butoxide (39.5 g, 0.35 mol) in argon atmosphere with stirring at -10° C. over 20 minutes, agitating the reaction mixture at 0° C. for one hour, dropwise adding a solution of 4-[trans-4-(4-cyanophenyl)cyclohexyl]-1-butanal (60.0 g, 0.23 mol) obtained according to the method of Example 4 (i), in tetrahydrofuran (300 ml) at -10° C. over one hour... The reactants are [OH-].[K+] (Potassium hydroxide), C(C)OC(=O)N1CC(OCC1)C=C1C2=C(CCC3=C1C=CC=C3)C=CC=C2 (5-(4-ethoxycarbonylmorpholin-2-yl)methylidene-10,11-dihydro-5H-dibenzo[a,d]cycloheptene). The solvent is O (water), C(C)O (ethanol). Yields the product N1CC(OCC1)C=C1C2=C(CCC3=C1C=CC=C3)C=CC=C2 (5-(morpholin-2-yl)methylidene-10,11-dihydro-5H-dibenzo[a,d]cycloheptene). As a reaction SMILES: [OH-].[K+].C(OC([N:8]1[CH2:13][CH2:12][O:11][CH:10]([CH:14]=[C:15]2[C:21]3[CH:22]=[CH:23][CH:24]=[CH:25][C:20]=3[CH2:19][CH2:18][C:17]3[CH:26]=[CH:27][CH:28]=[CH:29][C:16]2=3)[CH2:9]1)=O)C>O.C(O)C>[NH:8]1[CH2:13][CH2:12][O:11][CH:10]([CH:14]=[C:15]2[C:21]3[CH:22]=[CH:23][CH:24]=[CH:25][C:20]=3[CH2:19][CH2:18][C:17]3[CH:26]=[CH:27][CH:28]=[CH:29][C:16]2=3)[CH2:9]1 |f:0.1|. Procedure details: Potassium hydroxide (3.0 g) in water was added to the above-obtained 5-(4-ethoxycarbonylmorpholin-2-yl)methylidene-10,11-dihydro-5H-dibenzo[a,d]cycloheptene (2.49 g) in ethanol, and the resulting mixture was heated under reflux for 8 hours. After cooling, ethanol was distilled off and water was added to the resulting residue. The resultant mixture was extracted with chloroform. The chloroform extract was dried, evaporated and chromatographed to afford 5-(morpholin-2-yl)methylidene-10,11-dihydro-...